This data is from the Open Reaction Database (ORD), a public repository of structured organic reaction records. The task is: describe an organic reaction: reactants, conditions, products, and yield Starting materials: Cl (HCl), O (water), C(C)OC(CCSC1=NN=NN1C)=O (3-(1-methyltetrazol-5-ylthio)-propionic acid ethyl ester). The solvent is C(C)(=O)O (acetic acid). Yields the product CN1N=NN=C1SCCC(=O)O (3-(1-Methyltetrazol-5-ylthio)-propionic acid). Reaction SMILES: C([O:3][C:4](=[O:14])[CH2:5][CH2:6][S:7][C:8]1[N:12]([CH3:13])[N:11]=[N:10][N:9]=1)C.Cl.O>C(O)(=O)C>[CH3:13][N:12]1[C:8]([S:7][CH2:6][CH2:5][C:4]([OH:14])=[O:3])=[N:9][N:10]=[N:11]1. Reported procedure: 5.43 g of 3-(1-methyltetrazol-5-ylthio)-propionic acid ethyl ester are dissolved in 20 ml of acetic acid, 4 ml of conc. HCl and 8 ml of water and the whole is stirred for 3.5 hours at 100°. After concentration of the reaction mixture by evaporation, the residue is partitioned between ethyl acetate and aqueous sodium bicarbonate solution. The aqueous phase is separated off, acidified with 4N HCl and extracted twice with ethyl acetate. After drying and concentration by evaporation the title compou... Starting materials: Cl.CC1NCC2=CC(=CC=C2C1)[N+](=O)[O-] (3-methyl-7-nitro-1,2,3,4-tetrahydroisoquinoline hydrochloride), C=O (formaldehyde), C(=O)O (formic acid), C(=O)[O-].[Na+] (sodium formate). Run in O (water). The product is Cl.CN1CC2=CC(=CC=C2CC1C)[N+](=O)[O-] (2,3-Dimethyl-7-nitro-1,2,3,4-tetrahydroisoquinoline Hydrochloride). As a reaction SMILES: [ClH:1].[CH3:2][CH:3]1[CH2:12][C:11]2[C:6](=[CH:7][C:8]([N+:13]([O-:15])=[O:14])=[CH:9][CH:10]=2)[CH2:5][NH:4]1.C=O.[CH:18](O)=O.C([O-])=O.[Na+]>O>[ClH:1].[CH3:18][N:4]1[CH:3]([CH3:2])[CH2:12][C:11]2[C:6](=[CH:7][C:8]([N+:13]([O-:15])=[O:14])=[CH:9][CH:10]=2)[CH2:5]1 |f:0.1,4.5,7.8|. Reported procedure: To 3-methyl-7-nitro-1,2,3,4-tetrahydroisoquinoline hydrochloride (2.0 g, 8.75 mmol) in 37% formaldehyde (7.0 ml, 87.5 mmol) was added 96% formic acid (3.5 ml, 87.5 mmol) and sodium formate (0.60 g, 8.75 mmol). The mixture was heated at reflux for 1 h, cooled, dumped into basic water and extracted with ethyl acetate (3×50 ml). The combined extracts were washed with water, dried over magnesium sulfate, filtered, and concentrated to an oil. The oil was dissolved in ethanol and treated with isopropa... Starting materials: NC1=C(C=C(C=C1OCC)CO)OCC ((4-amino-3,5-diethoxy-phenyl)-methanol). Reagents/catalysts: O=[Mn]=O (MnO2). Solvent: CN(C)C=O (DMF). Conditions: time 24 hour. Yields the product NC1=C(C=C(C=O)C=C1OCC)OCC (4-Amino-3,5-diethoxybenzaldehyde). RXN SMILES: [NH2:1][C:2]1[C:7]([O:8][CH2:9][CH3:10])=[CH:6][C:5]([CH2:11][OH:12])=[CH:4][C:3]=1[O:13][CH2:14][CH3:15]>CN(C=O)C.O=[Mn]=O>[NH2:1][C:2]1[C:3]([O:13][CH2:14][CH3:15])=[CH:4][C:5]([CH:11]=[O:12])=[CH:6][C:7]=1[O:8][CH2:9][CH3:10]. Procedure: To a solution of (4-amino-3,5-diethoxy-phenyl)-methanol (0.79 g, 3.74 mmol) in DMF (20 mL) was added MnO2 (1.63 g, 18.70 mmol). The reaction mixture was stirred for 24 h at rt, filtered through Hyflo, the filtrate extracted with ethyl acetate (3×50 mL) and the combined organic phases dried over MgSO4 providing 0.69 g (88%) of the title compound. 1H NMR (300 MHz, DMSO): δ1.46 (t, J=7.0 Hz, 3H), 4.15 (q, J=7.0 Hz, 2H), 4.50 (br s, 2H), 7.04 (s, 2H), 9.70 (s, 1H). Starting materials: BrC=1N=C2C(=NC1)N(C=C2C(=O)NC(C)C)COCC[Si](C)(C)C (2-Bromo-N-isopropyl-5-((2-(trimethylsilyl)ethoxy)methyl)-5H-pyrrolo[2,3-b]pyrazine-7-carboxamide), CN1N=C(C=2CC(CCC12)(C)C)[Sn](CCCC)(CCCC)CCCC (1,5,5-trimethyl-3-(tributylstannyl)-4,5,6,7-tetrahydro-1H-indazole). The reagents and catalysts are C=1C=CC(=CC1)[P](C=2C=CC=CC2)(C=3C=CC=CC3)[Pd]([P](C=4C=CC=CC4)(C=5C=CC=CC5)C=6C=CC=CC6)([P](C=7C=CC=CC7)(C=8C=CC=CC8)C=9C=CC=CC9)[P](C=1C=CC=CC1)(C=1C=CC=CC1)C=1C=CC=CC1 (tetrakis(triphenylphosphine)palladium), [Cu]I (CuI). Run in CN(C)C=O (DMF). Conditions: temperature 90 celsius, time 2.5 hour. Yields the product C(C)(C)NC(=O)C1=CN(C2=NC=C(N=C21)C2=NN(C=1CCC(CC21)(C)C)C)COCC[Si](C)(C)C (N-isopropyl-2-(1,5,5-trimethyl-4,5,6,7-tetrahydro-1H-indazol-3-yl)-5-((2-(trimethylsilyl)ethoxy)methyl)-5H-pyrrolo[2,3-b]pyrazine-7-carboxamide). Yield: 75.4%. As a reaction SMILES: Br[C:2]1[N:3]=[C:4]2[C:10]([C:11]([NH:13][CH:14]([CH3:16])[CH3:15])=[O:12])=[CH:9][N:8]([CH2:17][O:18][CH2:19][CH2:20][Si:21]([CH3:24])([CH3:23])[CH3:22])[C:5]2=[N:6][CH:7]=1.[CH3:25][N:26]1[C:34]2[CH2:33][CH2:32][C:31]([CH3:36])([CH3:35])[CH2:30][C:29]=2[C:28]([Sn](CCCC)(CCCC)CCCC)=[N:27]1>CN(C=O)C.C1C=CC([P]([Pd]([P](C2C=CC=CC=2)(C2C=CC=CC=2)C2C=CC=CC=2)([P](C2C=CC=CC=2)(C2C=CC=CC=2)C2C=CC=CC=2)[P](C2C=CC=CC=2)(C2C=CC=CC=2)C2C=CC=CC=2)(C2C=CC=CC=2)C2C=CC=CC=2)=CC=1.[Cu]I>[CH:14]([NH:13][C:11]([C:10]1[C:4]2[C:5](=[N:6][CH:7]=[C:2]([C:28]3[C:29]4[CH2:30][C:31]([CH3:35])([CH3:36])[CH2:32][CH2:33][C:34]=4[N:26]([CH3:25])[N:27]=3)[N:3]=2)[N:8]([CH2:17][O:18][CH2:19][CH2:20][Si:21]([CH3:24])([CH3:23])[CH3:22])[CH:9]=1)=[O:12])([CH3:16])[CH3:15] |^1:58,60,79,98|. Procedure details: 2-Bromo-N-isopropyl-5-((2-(trimethylsilyl)ethoxy)methyl)-5H-pyrrolo[2,3-b]pyrazine-7-carboxamide (124 mg, 301 μmol) and 1,5,5-trimethyl-3-(tributylstannyl)-4,5,6,7-tetrahydro-1H-indazole (see Example 13, 219 mg, 483 μmol.61) were dissolved in DMF (2.5 mL) under argon, tetrakis(triphenylphosphine)palladium (0) (17.4 mg, 15.0 μmol) and CuI (5.39 mg, 60.2 μmol, Eq: 0.20) were added and the mixture sonicated for 5 min with bubbling argon. The reaction mixture was stirred at 90° C. (oil bath temperat... The reactants are O=C(O)CC(O)(CC(=O)O)C(=O)O, O=C([O-])CC(O)(CC(=O)[O-])C(=O)[O-], CN(CC(CCN1CCC(c2ccccc2S(C)=O)CC1)c1ccc(F)c(F)c1)C(=O)c1cc([N+](=O)[O-])cc2ccccc12, O=C1NCCCN1C1CCNCC1, O. Product: O=C(O)CC(O)(CC(=O)O)C(=O)O, CN(CC(CCN1CCC(N2CCCNC2=O)CC1)c1ccc(F)c(F)c1)C(=O)c1cc([N+](=O)[O-])cc2ccccc12. As a reaction SMILES: [C:14]([CH2:15][C:16]([OH:17])([C:18](=[O:19])[OH:20])[CH2:21][C:22](=[O:23])[OH:24])(=[O:25])[OH:26].[C:71]([O-:72])(=[O:73])[CH2:74][C:75]([CH2:76][C:77]([O-:78])=[O:79])([C:80]([O-:81])=[O:82])[OH:83].[F:27][c:28]1[cH:29][c:30]([CH:35]([CH2:36][N:37]([C:38](=[O:39])[c:40]2[cH:41][c:42]([N+:50](=[O:51])[O-:52])[cH:43][c:44]3[cH:45][cH:46][cH:47][cH:48][c:49]23)[CH3:53])[CH2:54][CH2:55][N:56]2[CH2:57][CH2:58][CH:59]([c:60]3[cH:61][cH:62][cH:63][cH:64][c:65]3[S:66]([CH3:67])=[O:68])[CH2:69][CH2:70]2)[cH:31][cH:32][c:33]1[F:34].[O:1]=[C:2]1[N:3]([CH:8]2[CH2:9][CH2:10][NH:11][CH2:12][CH2:13]2)[CH2:4][CH2:5][CH2:6][NH:7]1.[OH2:84]>>[C:14]([CH2:15][C:16]([OH:17])([C:18](=[O:19])[OH:20])[CH2:21][C:22](=[O:23])[OH:24])(=[O:25])[OH:26].[O:1]=[C:2]1[N:3]([CH:8]2[CH2:9][CH2:10][N:11]([CH2:55][CH2:54][CH:35]([c:30]3[cH:29][c:28]([F:27])[c:33]([F:34])[cH:32][cH:31]3)[CH2:36][N:37]([C:38](=[O:39])[c:40]3[cH:41][c:42]([N+:50](=[O:51])[O-:52])[cH:43][c:44]4[cH:45][cH:46][cH:47][cH:48][c:49]34)[CH3:53])[CH2:12][CH2:13]2)[CH2:4][CH2:5][CH2:6][NH:7]1. Reactants: FC1=CC(=C(C=C1)[N+](=O)[O-])C (4-fluoro-2-methyl-nitrobenzene), NCCNCCO (2-(2-aminoethylamino)ethanol), C(=O)([O-])[O-].[K+].[K+] (K2CO3), CN1C(CCC1)=O (N-methylpyrrolidinone). Run in O (water). Run at temperature 60 celsius. Product: [N+](=O)([O-])C1=C(C=C(C=C1)NCCNCCO)C (2-[2-(4-nitro-3-methylphenylamino)ethylamino]ethanol). Isolated yield 42.1%. RXN SMILES: F[C:2]1[CH:7]=[CH:6][C:5]([N+:8]([O-:10])=[O:9])=[C:4]([CH3:11])[CH:3]=1.[NH2:12][CH2:13][CH2:14][NH:15][CH2:16][CH2:17][OH:18].C([O-])([O-])=O.[K+].[K+].CN1CCCC1=O>O>[N+:8]([C:5]1[CH:6]=[CH:7][C:2]([NH:12][CH2:13][CH2:14][NH:15][CH2:16][CH2:17][OH:18])=[CH:3][C:4]=1[CH3:11])([O-:10])=[O:9] |f:2.3.4|. Procedure details: 2 g of 4-fluoro-2-methyl-nitrobenzene, 1.61 g of 2-(2-aminoethylamino)ethanol and 2.14 g of K2CO3 were added to a solution of 20 ml of N-methylpyrrolidinone. The reaction medium was heated at 60° C. for 7 hours and, after cooling to room temperature, was then poured into a water and ice mixture. The yellow precipitate formed was filtered off, reslurried in water and then dried over P2O5. 1.3 g of 2-[2-(4-nitro-3-methylphenylamino)ethylamino]ethanol (7) were obtained. The reactants are BrC1=NC=C(C=C1[N+](=O)[O-])Br (2,5-dibromo-3-nitro-pyridine), C(#N)[Cu] (CuCN). The solvent is CCOC(=O)C (EtOAc), C(CC)#N (propionitrile). Reaction conditions: temperature 90 celsius. The product is BrC=1C=C(C(=NC1)C#N)[N+](=O)[O-] (5-Bromo-3-nitro-pyridine-2-carbonitrile). The yield is 86.6%. Reaction SMILES: Br[C:2]1[C:7]([N+:8]([O-:10])=[O:9])=[CH:6][C:5]([Br:11])=[CH:4][N:3]=1.[C:12]([Cu])#[N:13]>C(#N)CC.CCOC(C)=O>[Br:11][C:5]1[CH:6]=[C:7]([N+:8]([O-:10])=[O:9])[C:2]([C:12]#[N:13])=[N:3][CH:4]=1. Reported procedure: To a stirred solution of 2,5-dibromo-3-nitro-pyridine (25 g, 88.68 mmol) in propionitrile (100 ml) was added CuCN (8.7 g, 97.55 mmol) and the mixture was heated to 90° C. for 17 h. Then it was allowed to cool to room temperature, diluted with EtOAc, washed twice with brine, dried with Na2SO4 and concentrated. The remaining residue was purified by chromatography (silica gel; DCM/MeOH 95:5-85:15) to obtain the title compound as yellow solid (17.5 g, 68%).